Task: describe an organic reaction: reactants, conditions, products, and yield. Dataset: the Open Reaction Database (ORD), a public repository of structured organic reaction records Starting materials: FC1=CC=C(C=C1)S(=O)(=O)C1=CC2=C(CCN(CC2)C)C=C1OC (7-(4-Fluoro-benzenesulfonyl)-8-methoxy-3-methyl-2,3,4,5-tetrahydro-1H-3-benzazepine), Br (HBr). Product: Br.FC1=CC=C(C=C1)S(=O)(=O)C=1C(=CC2=C(CCN(CC2)C)C1)O (8-(4-Fluoro-benzenesulfonyl)-3-methyl-2,3,4,5-tetrahydro-1H-3-benzazepin-7-ol hydrobromide salt), hydrobromide salt. Reaction SMILES: [F:1][C:2]1[CH:7]=[CH:6][C:5]([S:8]([C:11]2[C:22]([O:23]C)=[CH:21][C:14]3[CH2:15][CH2:16][N:17]([CH3:20])[CH2:18][CH2:19][C:13]=3[CH:12]=2)(=[O:10])=[O:9])=[CH:4][CH:3]=1.[BrH:25]>>[BrH:25].[F:1][C:2]1[CH:3]=[CH:4][C:5]([S:8]([C:11]2[C:22]([OH:23])=[CH:21][C:14]3[CH2:15][CH2:16][N:17]([CH3:20])[CH2:18][CH2:19][C:13]=3[CH:12]=2)(=[O:10])=[O:9])=[CH:6][CH:7]=1 |f:2.3|. Reported procedure: A solution of D5 (300 mg, 0.86 mmol) in aqueous 48% HBr (10 mL) was heated at 120° C. overnight. The mixture was cooled to room temperature and the solvent removed, azeotroping with toluene. Diethyl ether was added to the residue to yield the title compound D6 as the hydrobromide salt (340 mg). MH+ 336. 1H NMR δ (DMSO-d6) 2.75 (3H, d), 2.88-3.25 (6H, m), 3.50-3.66 (2H, m), 7.35-7.50 (2H, t), 7.76 (1H, s), 7.90-8.03 (2H, m), 9.85 (1H, br.s), 10.80 (1H, br.s). The reactants are C1(CC1)COC1=C(C=CC(=N1)C(=O)O)N1CCCC1 (6-cyclopropylmethoxy-5-pyrrolidin-1-yl-pyridine-2-carboxylic acid), N[C@H](CO)CC(C)C ((2S)-2-amino-4-methyl-1-pentanol). Product: OC[C@H](CC(C)C)NC(=O)C1=NC(=C(C=C1)N1CCCC1)OCC1CC1 (6-Cyclopropylmethoxy-5-pyrrolidin-1-yl-pyridine-2-carboxylic acid ((S)-1-hydroxymethyl-3-methyl-butyl)-amide). RXN SMILES: [CH:1]1([CH2:4][O:5][C:6]2[N:11]=[C:10]([C:12]([OH:14])=O)[CH:9]=[CH:8][C:7]=2[N:15]2[CH2:19][CH2:18][CH2:17][CH2:16]2)[CH2:3][CH2:2]1.[NH2:20][C@@H:21]([CH2:24][CH:25]([CH3:27])[CH3:26])[CH2:22][OH:23]>>[OH:23][CH2:22][C@@H:21]([NH:20][C:12]([C:10]1[CH:9]=[CH:8][C:7]([N:15]2[CH2:19][CH2:18][CH2:17][CH2:16]2)=[C:6]([O:5][CH2:4][CH:1]2[CH2:2][CH2:3]2)[N:11]=1)=[O:14])[CH2:24][CH:25]([CH3:27])[CH3:26]. Procedure details: The title compound was synthesized in analogy to Example 1, using 6-cyclopropylmethoxy-5-pyrrolidin-1-yl-pyridine-2-carboxylic acid and (2S)-2-amino-4-methyl-1-pentanol (CAN 7533-40-6) as starting materials, MS (LC/MS): 362.2 [M+H]+. RXN SMILES: [I:1]C.Cl[CH2:4][CH2:5][N:6]1[C:10](=O)[NH:9][N:8]=[N:7]1.[C:12](=[O:15])([O-])[O-].[Na+].[Na+].[I-].[K+]>O.CC(C)CC(=O)C>[I:1][CH2:4][CH2:5][N:6]1[C:12](=[O:15])[N:9]([CH3:10])[N:8]=[N:7]1 |f:2.3.4,5.6|. Reported procedure: A mixture of 49 parts of iodomethane, 10.5 parts of 1-(2-chloroethyl)-1,4-dihydro-5H-tetrazol-5-one, 15 parts of sodium carbonate, 0.2 parts of potassium iodide and 240 parts of 4-methyl-2-pentanone is stirred and refluxed overnight with water-separator. The reaction mixture is cooled, 100 parts of water are added and the layers are separated. The aqueous phase is extracted with dichloromethane. The combined organic phases are dried, filtered and evaporated. The residue is purified by column-chr... The yield is 85.0%. Run in CC(CC(C)=O)C (4-methyl-2-pentanone), O (water), O (water). Yields the product 15, ICCN1N=NN(C1=O)C (1,4-dihydro-1-(2-iodoethyl)-4-methyl-5H-tetrazol-5-one). The reactants are 49, IC (iodomethane), ClCCN1N=NNC1=O (1-(2-chloroethyl)-1,4-dihydro-5H-tetrazol-5-one), C([O-])([O-])=O.[Na+].[Na+] (sodium carbonate), [I-].[K+] (potassium iodide). Starting materials: Cl.C(C)(=O)OCC (hydrochloric acid ethyl acetate), ClC1=CC=C(CCN2[C@H](CCCC2)CN2C3=C(OCC4=C2C=CC=C4)C=CC=C3)C=C1 ((R)-5-[1-(4-chlorophenethyl)piperidine-2-ylmethyl]-5,11-dihydrodibenzo[b,e][1,4]oxazepine). Solvent: ClCCl (dichloromethane). Reaction conditions: time 2 hour. Product: Cl.ClC1=CC=C(CCN2[C@H](CCCC2)CN2C3=C(OCC4=C2C=CC=C4)C=CC=C3)C=C1 ((R)-5-[1-(4-chlorophenethyl)piperidine-2-ylmethyl]-5,11-dihydrodibenzo [b,e][1,4]oxazepine Hydrochloride), solid. Isolated yield 87.0%. Reaction SMILES: Cl.C(OCC)(=O)C.[Cl:8][C:9]1[CH:38]=[CH:37][C:12]([CH2:13][CH2:14][N:15]2[CH2:20][CH2:19][CH2:18][CH2:17][C@@H:16]2[CH2:21][N:22]2[C:28]3[CH:29]=[CH:30][CH:31]=[CH:32][C:27]=3[CH2:26][O:25][C:24]3[CH:33]=[CH:34][CH:35]=[CH:36][C:23]2=3)=[CH:11][CH:10]=1>ClCCl>[ClH:8].[Cl:8][C:9]1[CH:10]=[CH:11][C:12]([CH2:13][CH2:14][N:15]2[CH2:20][CH2:19][CH2:18][CH2:17][C@@H:16]2[CH2:21][N:22]2[C:28]3[CH:29]=[CH:30][CH:31]=[CH:32][C:27]=3[CH2:26][O:25][C:24]3[CH:33]=[CH:34][CH:35]=[CH:36][C:23]2=3)=[CH:37][CH:38]=1 |f:0.1,4.5|. Procedure: 1.5 ml of 4 M hydrochloric acid/ethyl acetate was added to a solution of (R)-5-[1-(4-chlorophenethyl)piperidine-2-ylmethyl]-5,11-dihydrodibenzo[b,e][1,4]oxazepine (160 mg) in dichloromethane (5 ml), and they were stirred for 2 hours. The solvent was evaporated under reduced pressure. The title compound was obtained in the form of a white solid (155 mg, 87%). The solvent is CN(C)C=O (DMF), CN(C)C=O (DMF). The reactants are N1C(=CC2=CC=CC=C12)C(=O)O (indole-2-carboxylic acid), 1,1-carbonyldiimidazole, N[C@@H]1[C@@H](CN(C1=O)C1=CC=CC=C1)CC(=O)OCC (Ethyl cis-4-amino-5-oxo-1-phenyl-3-pyrrolidineacetate). Yields the product N1C(=CC2=CC=CC=C12)C(=O)N[C@@H]1[C@@H](CN(C1=O)C1=CC=CC=C1)CC(=O)O (cis-4-[(1H-Indol-2-ylcarbonyl)amino]-5-oxo-1-phenyl-3-pyrrolidineacetic acid). Procedure: To a solution of indole-2-carboxylic acid in DMF is added 1 equivalent of 1,1-carbonyldiimidazole. After stirring for 4 h at room temperature a solution of the aminopyrrolidinone of Example 68 in DMF is added. After stirring for 12 h at room temperature the reaction mixture is evaporated in vacuo to give a residue which is chromatographed on silica gel to give the desired amide. To a solution of the amide in 1:4 EtOH/THF is added a solution of lithium hydroxide (1.4 equiv) in H2O and the resulti... As a reaction SMILES: [NH:1]1[C:9]2[C:4](=[CH:5][CH:6]=[CH:7][CH:8]=2)[CH:3]=[C:2]1[C:10]([OH:12])=O.[NH2:13][C@H:14]1[C:18](=[O:19])[N:17]([C:20]2[CH:25]=[CH:24][CH:23]=[CH:22][CH:21]=2)[CH2:16][C@H:15]1[CH2:26][C:27]([O:29]CC)=[O:28]>CN(C=O)C>[NH:1]1[C:9]2[C:4](=[CH:5][CH:6]=[CH:7][CH:8]=2)[CH:3]=[C:2]1[C:10]([NH:13][C@H:14]1[C:18](=[O:19])[N:17]([C:20]2[CH:25]=[CH:24][CH:23]=[CH:22][CH:21]=2)[CH2:16][C@H:15]1[CH2:26][C:27]([OH:29])=[O:28])=[O:12]. Conditions: time 12 hour.